Dataset: the Open Reaction Database (ORD), a public repository of structured organic reaction records. Task: describe an organic reaction: reactants, conditions, products, and yield The reactants are COC=1N=CC2=CN=CC=C2C1 (3-methoxy-2,7-naphthyridine). Reagents/catalysts: O=[Pt]=O (PtO2). The solvent is CC(=O)O (HOAc). Yields the product COC=1C=C2CCNCC2=CN1 (6-methoxy-1,2,3,4-tetrahydro-2,7-naphthyridine), acetate salt. As a reaction SMILES: [CH3:1][O:2][C:3]1[N:4]=[CH:5][C:6]2[C:11]([CH:12]=1)=[CH:10][CH:9]=[N:8][CH:7]=2>CC(O)=O.O=[Pt]=O>[CH3:1][O:2][C:3]1[CH:12]=[C:11]2[C:6](=[CH:5][N:4]=1)[CH2:7][NH:8][CH2:9][CH2:10]2. Reported procedure: Crude 3-methoxy-2,7-naphthyridine (prepared from 4.4 mmol of 6-methoxy-4-[(trimethylsilyl)ethynyl]nicotinaldehyde) was hydrogenated (30 psi pressure) at RT over PtO2 (approx. 0.1 g) in HOAc (25 mL) for 2.5 h. The solution was filtered through a Celite pad and the clear filtrate was concentrated by freeze-drying to give crude 6-methoxy-1,2,3,4-tetrahydro-2,7-naphthyridine as the acetate salt. Starting materials: O=C(O)c1ccco1, CC(C)Nc1ccccc1. The reagents and catalysts are CN(C)C(=[N+](C)C)F.F[P-](F)(F)(F)(F)F (TFFH), CN1CCOCC1 (NMM). Solvent: CN(C)C=O (DMF), CN(C)C=O (DMF), CN(C)C=O (DMF), CN(C)C=O (DMF), CN(C)C=O (DMF), CN(C)C=O (DMF). Reaction conditions: temperature 25 celsius, time 2 hour. Product: CC(C)N(C(=O)c1ccco1)c1ccccc1. The yield is 0.1%. RXN SMILES: CC(C)Nc1ccccc1.O=C(O)c1ccco1.CN(C)C(=[N+](C)C)F.F[P-](F)(F)(F)(F)F.CN1CCOCC1.CN(C)C=O>>CC(C)N(C(=O)c1ccco1)c1ccccc1. Reactants: Br, CC(C)(C)OC(=O)Nc1c(F)cccc1I, CCO, [Cu]Br, O=N[O-], [Na+], O. Yields the product Fc1cccc(I)c1Br. RXN SMILES: [BrH:21].[C:1]([O:2][C:3](=[O:4])[NH:5][c:8]1[c:9]([F:15])[cH:10][cH:11][cH:12][c:13]1[I:14])([CH3:6])([CH3:7])[CH3:16].[CH3:22][CH2:23][OH:24].[Cu:26][Br:27].[N:17]([O-:18])=[O:19].[Na+:20].[OH2:25]>>[c:8]1([Br:21])[c:9]([F:15])[cH:10][cH:11][cH:12][c:13]1[I:14]. Reactants: C(C)(=O)NC1=NC(=CC=C1)N (2-acetamido-6-aminopyridine), CC1(OC(C(C(O1)=O)=COC)=O)C (2,2-dimethyl-5-methoxymethylene-1,3-dioxane-4,6-dione). Solvent: C(C)O (ethanol). Product: C(C)(=O)NC1=CC=CC(=N1)NC=C1C(OC(OC1=O)(C)C)=O (5-((6-acetamido-2-pyridylamino)methylene)-2,2-dimethyl-1,3-dioxane-4,6-dione). Yield: 22.4%. As a reaction SMILES: [C:1]([NH:4][C:5]1[CH:10]=[CH:9][CH:8]=[C:7]([NH2:11])[N:6]=1)(=[O:3])[CH3:2].[CH3:12][C:13]1([CH3:24])[O:18][C:17](=[O:19])[C:16](=[CH:20]OC)[C:15](=[O:23])[O:14]1>C(O)C>[C:1]([NH:4][C:5]1[N:6]=[C:7]([NH:11][CH:20]=[C:16]2[C:15](=[O:23])[O:14][C:13]([CH3:12])([CH3:24])[O:18][C:17]2=[O:19])[CH:8]=[CH:9][CH:10]=1)(=[O:3])[CH3:2]. Procedure: A mixture of 2-acetamido-6-aminopyridine (2.9 g, 19 mmol), (Angew. chem. 1995, 107, 2589), and 2,2-dimethyl-5-methoxymethylene-1,3-dioxane-4,6-dione (4.28 g, 23 mmol), (Montatsh. Chem. 1967, 98, 564), in ethanol (75 ml) was stirred and heated at reflux for 5 hours. The mixture was allowed to cool and the precipitated product was collected by filtration and dried to give 5-((6-acetamido-2-pyridylamino)methylene)-2,2-dimethyl-1,3-dioxane-4,6-dione (1.3 g, 22%) as a yellow solid. Starting materials: [N+](=O)([O-])C=1C=C(C=CC1[N+](=O)[O-])C (3,4-Dinitrotoluene), O(Cl)Cl (dichlorine monoxide), C(Cl)(Cl)(Cl)Cl (carbon tetrachloride). The product is ClC(C1=CC(=C(C=C1)[N+](=O)[O-])[N+](=O)[O-])(Cl)Cl (1-trichloromethyl-3,4-dinitrobenzene). Yield: 96.0%. As a reaction SMILES: [N+:1]([C:4]1[CH:5]=[C:6](C)[CH:7]=[CH:8][C:9]=1[N+:10]([O-:12])=[O:11])([O-:3])=[O:2].O(Cl)Cl.[C:17]([Cl:21])(Cl)([Cl:19])[Cl:18]>>[Cl:18][C:17]([Cl:21])([Cl:19])[C:6]1[CH:7]=[CH:8][C:9]([N+:10]([O-:12])=[O:11])=[C:4]([N+:1]([O-:3])=[O:2])[CH:5]=1. Reported procedure: 3,4-Dinitrotoluene (2.49 g 0.0136 mole) and dichlorine monoxide (4.74 g, 0.055 mole) in carbon tetrachloride (50 ml) were heated in a Carrius tube from which air had been removed, as in Example 6 at 75° for 10 hrs. The reaction solution was filtered to remove a white solid (0.35 g) which was identified by its infrared spectra as 3,4-dinitrobenzoic acid. The filtrate was dried (MgSO4) and the solvent removed on a rotary evaporator to give 1-trichloromethyl-3,4-dinitrobenzene as a white crystallin... Reactants: CO, [Cl-], [Fe], [NH4+], C1CCOC1, O, CC(=O)Nc1ccc(Sc2cc(O)c(C)cc2[N+](=O)[O-])cc1. The product is CC(=O)Nc1ccc(Sc2cc(O)c(C)cc2N)cc1. Reaction SMILES: [CH3:31][OH:32].[Cl-:23].[Fe:33].[NH4+:24].[O:25]1[CH2:26][CH2:27][CH2:28][CH2:29]1.[OH2:30].[OH:1][c:2]1[c:3]([CH3:22])[cH:4][c:5]([N+:19]([O-:20])=[O:21])[c:6]([S:8][c:9]2[cH:10][cH:11][c:12]([NH:15][C:16]([CH3:17])=[O:18])[cH:13][cH:14]2)[cH:7]1>>[OH:1][c:2]1[c:3]([CH3:22])[cH:4][c:5]([NH2:19])[c:6]([S:8][c:9]2[cH:10][cH:11][c:12]([NH:15][C:16]([CH3:17])=[O:18])[cH:13][cH:14]2)[cH:7]1. Reactants: N1=NN=C2N1C1=CC=CC=C1C(=C2)O (Tetrazolo[1,5-a]quinolin-5-ol), [N+](=O)(O)[O-] (Nitric acid). Solvent: C(C)(=O)O (acetic acid). Reaction conditions: temperature 40 celsius. The product is O.[N+](=O)([O-])C=1C=2N(C3=CC=CC=C3C1O)N=NN2 (4-nitrotetrazolo[1,5-a]quinolin-5-ol hydrate). Yield: 120.4%. RXN SMILES: [N:1]1[N:5]2[C:6]3[C:11]([C:12]([OH:14])=[CH:13][C:4]2=[N:3][N:2]=1)=[CH:10][CH:9]=[CH:8][CH:7]=3.[N+:15]([O-])([OH:17])=[O:16]>C(O)(=O)C>[OH2:14].[N+:15]([C:13]1[C:4]2[N:5]([N:1]=[N:2][N:3]=2)[C:6]2[C:11]([C:12]=1[OH:14])=[CH:10][CH:9]=[CH:8][CH:7]=2)([O-:17])=[O:16] |f:3.4|. Reported procedure: Tetrazolo[1,5-a]quinolin-5-ol (10 g, 54 mmole, Example 1) was suspended in acetic acid (200 mL) then warmed to 40° C. Nitric acid (4 mL of 16M, 59 mmole) was added to the reaction mixture. The reaction mixture was heated at 80° C. for 30 minutes then allowed to cool to ambient temperature. The resulting precipitate was isolated by filtration, rinsed with water then recrystallized from isopropanol/water to provide 8.1 g of 4-nitrotetrazolo[1,5-a]quinolin-5-ol hydrate as light yellow plates, m.p. ... The reactants are [N+](=O)([O-])C=1C=C(C(=O)O[C@@H]2CC3=CC[C@H]4[C@@H]5CC[C@H]([C@@H](CCCC(C)C)C)[C@]5(CC[C@@H]4[C@]3(CC2)C)C)C=C(C1)[N+](=O)[O-] ((3-β)-cholest-5-en-3-yl 3,5-dinitrobenzoate), ferric chloride hexahydrate. Reagents/catalysts: [Zn] (zinc). Run in CN(C=O)C (N,N-dimethylformamide), O (water). The product is NC=1C=C(C(=O)O[C@@H]2CC3=CC[C@H]4[C@@H]5CC[C@H]([C@@H](CCCC(C)C)C)[C@]5(CC[C@@H]4[C@]3(CC2)C)C)C=C(C1)N ((3-β)-cholest-5-en-3-yl 3,5-diaminobenzoate). Yield: 80.1%. Reaction SMILES: [N+:1]([C:4]1[CH:5]=[C:6]([CH:37]=[C:38]([N+:40]([O-])=O)[CH:39]=1)[C:7]([O:9][C@H:10]1[CH2:34][CH2:33][C@@:32]2([CH3:35])[C:12](=[CH:13][CH2:14][C@@H:15]3[C@@H:31]2[CH2:30][CH2:29][C@@:28]2([CH3:36])[C@H:16]3[CH2:17][CH2:18][C@@H:19]2[C@H:20]([CH3:27])[CH2:21][CH2:22][CH2:23][CH:24]([CH3:26])[CH3:25])[CH2:11]1)=[O:8])([O-])=O>CN(C)C=O.O.[Zn]>[NH2:40][C:38]1[CH:37]=[C:6]([CH:5]=[C:4]([NH2:1])[CH:39]=1)[C:7]([O:9][C@H:10]1[CH2:34][CH2:33][C@@:32]2([CH3:35])[C:12](=[CH:13][CH2:14][C@@H:15]3[C@@H:31]2[CH2:30][CH2:29][C@@:28]2([CH3:36])[C@H:16]3[CH2:17][CH2:18][C@@H:19]2[C@H:20]([CH3:27])[CH2:21][CH2:22][CH2:23][CH:24]([CH3:26])[CH3:25])[CH2:11]1)=[O:8]. Procedure: 11.42 g (19.66 mmol) of (3-β)-cholest-5-en-3-yl 3,5-dinitrobenzoate are dissolved in a mixture of 54 mL of N,N-dimethylformamide and 6 mL water. 32.6 g (120 mmol) ferric chloride hexahydrate are added. 13.1 g (201 mmol) zinc powder is added portion wise within 60 minutes. The mixture is allowed to react for 2 hours. The reaction mixture is partitioned between ethyl acetate and water and filtrated. The organic phase is washed repeatedly with water, dried over sodium sulfate, filtrated and concent... The reactants are 14, ClC1=C(C=C(C=C1)C(=O)C1=CC=C(C=C1)F)[N+](=O)[O-] ((4-chloro-3-nitrophenyl)(4-fluorophenyl)methanone), CC(C)N (2-propanamine). The solvent is O (water). Product: 14.7, FC1=CC=C(C=C1)C(=O)C1=CC(=C(C=C1)NC(C)C)[N+](=O)[O-] ((4-fluorophenyl) [4-[(1-methylethyl)amino]-3-nitrophenyl]methanone). The yield is 97.2%. RXN SMILES: Cl[C:2]1[CH:7]=[CH:6][C:5]([C:8]([C:10]2[CH:15]=[CH:14][C:13]([F:16])=[CH:12][CH:11]=2)=[O:9])=[CH:4][C:3]=1[N+:17]([O-:19])=[O:18].[CH3:20][CH:21]([NH2:23])[CH3:22]>O>[F:16][C:13]1[CH:14]=[CH:15][C:10]([C:8]([C:5]2[CH:6]=[CH:7][C:2]([NH:23][CH:21]([CH3:22])[CH3:20])=[C:3]([N+:17]([O-:19])=[O:18])[CH:4]=2)=[O:9])=[CH:11][CH:12]=1. Procedure details: A solution of 14 parts of (4-chloro-3-nitrophenyl)(4-fluorophenyl)methanone in 69 parts of 2-propanamine was stirred overnight at reflux temperature. The reaction mixture was poured into water. The precipitate was filtered off and washed with water, dried, filtered and evaporated, yielding 14.7 parts (97.2%) of (4-fluorophenyl) [4-[(1-methylethyl)amino]-3-nitrophenyl]methanone as a residue (int. 1).